From a dataset of the Open Reaction Database (ORD), a public repository of structured organic reaction records. describe an organic reaction: reactants, conditions, products, and yield Reactants: ClC1=CC=C(C=C1)[Mg]Br (4-Chlorophenylmagnesium bromide), CCOCC (ether), C(=O)C=1N=C(SC1C=1N(C=CN1)COCC[Si](C)(C)C)C1=CC(=NC=C1)NC(C)=O (N-{4-[4-formyl-5-(1-{[2-(trimethylsilyl)ethoxy]methyl}-1H-imidazol-2-yl)-1,3-thiazol-2-yl]pyridin-2-yl}acetamide). The solvent is O1CCCC1 (tetrahydrofuran). Reaction conditions: temperature 0 celsius, time 30 minute. The product is ClC1=CC=C(C=C1)C(C=1N=C(SC1C=1N(C=CN1)COCC[Si](C)(C)C)C1=CC(=NC=C1)NC(C)=O)O (N-{4-[4-[(4-chlorophenyl)(hydroxy)methyl]-5-(1-{[2-(trimethylsilyl)ethoxy]methyl}-1H-imidazol-2-yl)-1,3-thiazol-2-yl]pyridin-2-yl}acetamide). The yield is 48.0%. As a reaction SMILES: [CH:1]([C:3]1[N:4]=[C:5]([C:21]2[CH:26]=[CH:25][N:24]=[C:23]([NH:27][C:28](=[O:30])[CH3:29])[CH:22]=2)[S:6][C:7]=1[C:8]1[N:9]([CH2:13][O:14][CH2:15][CH2:16][Si:17]([CH3:20])([CH3:19])[CH3:18])[CH:10]=[CH:11][N:12]=1)=[O:2].[Cl:31][C:32]1[CH:37]=[CH:36][C:35]([Mg]Br)=[CH:34][CH:33]=1.CCOCC>O1CCCC1>[Cl:31][C:32]1[CH:37]=[CH:36][C:35]([CH:1]([OH:2])[C:3]2[N:4]=[C:5]([C:21]3[CH:26]=[CH:25][N:24]=[C:23]([NH:27][C:28](=[O:30])[CH3:29])[CH:22]=3)[S:6][C:7]=2[C:8]2[N:9]([CH2:13][O:14][CH2:15][CH2:16][Si:17]([CH3:20])([CH3:19])[CH3:18])[CH:10]=[CH:11][N:12]=2)=[CH:34][CH:33]=1. Procedure: N-{4-[4-formyl-5-(1-{[2-(trimethylsilyl)ethoxy]methyl}-1H-imidazol-2-yl)-1,3-thiazol-2-yl]pyridin-2-yl}acetamide (0.250 g, 0.564 mmol) was dissolved in tetrahydrofuran (20 mL) and cooled at 0° C. 1.0 M 4-Chlorophenylmagnesium bromide in ether (1.41 mL, 1.41 mmol) was added and the solution was stirred at 0° C. for 30 minutes. The reaction was quenched by the addition of MeOH (10 mL), and was evaporated under reduced pressure. The residue was purified using column chromatography (20 to 100% ethyl...